From a dataset of the Open Reaction Database (ORD), a public repository of structured organic reaction records. describe an organic reaction: reactants, conditions, products, and yield Starting materials: Fc1ccccc1Br, [Cl-], [Mg], [NH4+], C1CCOC1, CC(OC1CCCCO1)C(=O)N1CCOCC1, O. The product is CC(OC1CCCCO1)C(=O)c1ccccc1F. RXN SMILES: [Br:1][c:2]1[c:3]([F:8])[cH:4][cH:5][cH:6][cH:7]1.[Cl-:27].[Mg:26].[NH4+:28].[O:29]1[CH2:30][CH2:31][CH2:32][CH2:33]1.[O:9]1[CH:10]([O:15][CH:16]([C:17](=[O:18])[N:19]2[CH2:20][CH2:21][O:22][CH2:23][CH2:24]2)[CH3:25])[CH2:11][CH2:12][CH2:13][CH2:14]1.[OH2:34]>>[c:2]1([C:17]([CH:16]([O:15][CH:10]2[O:9][CH2:14][CH2:13][CH2:12][CH2:11]2)[CH3:25])=[O:18])[c:3]([F:8])[cH:4][cH:5][cH:6][cH:7]1. Starting materials: C(C#C)(=O)OCC (ethyl propiolate), C(#N)C1N(C1)C=CC(=O)OCC (ethyl 3-(2-cyanoaziridin-1-yl)-acrylate). Yields the product C(#N)C1N(C1)C=CC=O (3-(2-Cyanoaziridin-1-yl)-acrolein). The yield is 24.0%. RXN SMILES: C(OCC)(=O)C#C.[C:8]([CH:10]1[CH2:12][N:11]1[CH:13]=[CH:14][C:15](OCC)=[O:16])#[N:9]>>[C:8]([CH:10]1[CH2:12][N:11]1[CH:13]=[CH:14][CH:15]=[O:16])#[N:9]. Procedure details: ethyl propiolate: ethyl 3-(2-cyanoaziridin-1-yl)-acrylate; oily substance, purified with a silica gel column; yield 24% of theory.